This data is from the Open Reaction Database (ORD), a public repository of structured organic reaction records. The task is: describe an organic reaction: reactants, conditions, products, and yield The reactants are COC(=O)C(NC(=S)c1ccccc1-c1ccccc1C(=S)NC(C(=O)OC)C(C)C)C(C)C, CCCCCC, CCOC(C)=O. The product is COC(=O)C(NC(=O)c1ccccc1-c1ccccc1C(=S)NC(C(=O)OC)C(C)C)C(C)C. As a reaction SMILES: [CH3:1][O:2][C:3](=[O:4])[CH:5]([CH:6]([CH3:7])[CH3:8])[NH:9][C:10](=[S:11])[c:12]1[c:13](-[c:18]2[c:19]([C:24](=[S:25])[NH:26][CH:27]([C:28](=[O:29])[O:30][CH3:31])[CH:32]([CH3:33])[CH3:34])[cH:20][cH:21][cH:22][cH:23]2)[cH:14][cH:15][cH:16][cH:17]1.[CH3:35][CH2:36][CH2:37][CH2:38][CH2:39][CH3:40].[CH3:41][CH2:42][O:43][C:44]([CH3:45])=[O:46]>>[CH3:1][O:2][C:3](=[O:4])[CH:5]([CH:6]([CH3:7])[CH3:8])[NH:9][C:10](=[S:11])[c:12]1[c:13](-[c:18]2[c:19]([C:24]([NH:26][CH:27]([C:28](=[O:29])[O:30][CH3:31])[CH:32]([CH3:33])[CH3:34])=[O:43])[cH:20][cH:21][cH:22][cH:23]2)[cH:14][cH:15][cH:16][cH:17]1. The reactants are C1=CC=CC=2C3=CC=CC=C3C(C12)COC(=O)N[C@H]1C[C@H](N(C1)C([C@H](C(C)(C)C)NC([C@H](C)N(C(OC(C)(C)C)=O)C)=O)=O)C(N[C@@H]1CCCC2=CC=CC=C12)=O (tert-butyl ((S)-1-(((S)-1-((2S,4S)-4-((((9H-fluoren-9-yl)methoxy)carbonyl)amino)-2-(((R)-1,2,3,4-tetrahydronaphthalen-1-yl)carbamoyl)pyrrolidin-1-yl)-3,3-dimethyl-1-oxobutan-2-yl)amino)-1-oxopropan-2-yl)(methyl)carbamate), N1CCCCC1 (piperidine). The solvent is C(Cl)Cl (CH2Cl2). Run at time 2 hour. Yields the product N[C@H]1C[C@H](N(C1)C([C@H](C(C)(C)C)NC([C@H](C)N(C(OC(C)(C)C)=O)C)=O)=O)C(N[C@@H]1CCCC2=CC=CC=C12)=O (tert-Butyl ((S)-1-(((S)-1-((2S,4S)-4-amino-2-(((R)-1,2,3,4-tetrahydronaphthalen-1-yl)carbamoyl)pyrrolidin-1-yl)-3,3-dimethyl-1-oxobutan-2-yl)amino)-1-oxopropan-2-yl)(methyl)carbamate). The yield is 79.3%. As a reaction SMILES: C1C2C(COC([NH:18][C@@H:19]3[CH2:23][N:22]([C:24](=[O:44])[C@@H:25]([NH:30][C:31](=[O:43])[C@@H:32]([N:34]([CH3:42])[C:35](=[O:41])[O:36][C:37]([CH3:40])([CH3:39])[CH3:38])[CH3:33])[C:26]([CH3:29])([CH3:28])[CH3:27])[C@H:21]([C:45](=[O:57])[NH:46][C@H:47]4[C:56]5[C:51](=[CH:52][CH:53]=[CH:54][CH:55]=5)[CH2:50][CH2:49][CH2:48]4)[CH2:20]3)=O)C3C(=CC=CC=3)C=2C=CC=1.N1CCCCC1>C(Cl)Cl>[NH2:18][C@@H:19]1[CH2:23][N:22]([C:24](=[O:44])[C@@H:25]([NH:30][C:31](=[O:43])[C@@H:32]([N:34]([CH3:42])[C:35](=[O:41])[O:36][C:37]([CH3:38])([CH3:39])[CH3:40])[CH3:33])[C:26]([CH3:28])([CH3:29])[CH3:27])[C@H:21]([C:45](=[O:57])[NH:46][C@H:47]2[C:56]3[C:51](=[CH:52][CH:53]=[CH:54][CH:55]=3)[CH2:50][CH2:49][CH2:48]2)[CH2:20]1. Procedure details: To a solution of tert-butyl ((S)-1-(((S)-1-((2S,4S)-4-((((9H-fluoren-9-yl)methoxy)carbonyl)amino)-2-(((R)-1,2,3,4-tetrahydronaphthalen-1-yl)carbamoyl)pyrrolidin-1-yl)-3,3-dimethyl-1-oxobutan-2-yl)amino)-1-oxopropan-2-yl)(methyl)carbamate (6.14 g, 7.87 mmol) in CH2Cl2 (40 mL) was added piperidine (4.67 mL, 47.2 mmol) dropwise. The reaction mixture was stirred at rt for 2 h and concentrated in vacuo. The residue was washed with methanol and the resulting solid was removed by filtration. The filtra... Reactants: C1(=CC=CC=C1)CCNC1CC(NC(C1)(C)C)(C)C (4-(N-phenylethylamino)-2,2,6,6-tetramethylpiperidine), C(=O)OCC (ethyl formate). The reagents and catalysts are CCCCO.CCCCO.CCCCO.CCCCO.[Ti] (tetrabutyl orthotitanate). Product: C1(=CC=CC=C1)CCN(C=O)C1CC(NC(C1)(C)C)(C)C (4-(N-phenylethyl-N-formylamino)-2,2,6,6-tetramethylpiperidine). Reaction SMILES: [C:1]1([CH2:7][CH2:8][NH:9][CH:10]2[CH2:15][C:14]([CH3:17])([CH3:16])[NH:13][C:12]([CH3:19])([CH3:18])[CH2:11]2)[CH:6]=[CH:5][CH:4]=[CH:3][CH:2]=1.[CH:20](OCC)=[O:21]>CCCCO.CCCCO.CCCCO.CCCCO.[Ti]>[C:1]1([CH2:7][CH2:8][N:9]([CH:10]2[CH2:15][C:14]([CH3:17])([CH3:16])[NH:13][C:12]([CH3:19])([CH3:18])[CH2:11]2)[CH:20]=[O:21])[CH:2]=[CH:3][CH:4]=[CH:5][CH:6]=1 |f:2.3.4.5.6|. Procedure details: 114 g of 4-(N-phenylethylamino)-2,2,6,6-tetramethylpiperidine and 41.3 g of tetrabutyl orthotitanate in 220 ml of ethyl formate were refluxed for 14.5 hours. After the volatile constituents had been distilled off at 140° C./1 mmHg, the solidified residue was recrystallized from petroleum ether. 4-(N-phenylethyl-N-formylamino)-2,2,6,6-tetramethylpiperidine of melting point 86° C. was isolated. As a reaction SMILES: [CH2:1]=[CH:2][CH:3]=[CH2:4].[CH2:5]=[CH:6][C:7]1[CH:12]=[CH:11][CH:10]=[CH:9][CH:8]=1.C(C1C=CC=CC=1C=C)=C.C([O-])(=O)CCCCCCC/C=C\CCCCCCCC.[K+].[O-]O.C(C1C=CC=CC=1C(C)C)(C)C.C(S([O-])=O)O.[Na+].S([O-])[O-].C=O.[Na+].[Na+]>[Fe].O>[CH2:1]=[CH:2][CH:3]=[CH2:4].[CH2:5]=[CH:6][C:7]1[CH:12]=[CH:11][CH:10]=[CH:9][CH:8]=1 |f:3.4,5.6,7.8,9.10.11.12,15.16|. The reagents and catalysts are [Fe] (iron). Run in O (water). Procedure: Into a stainless steel autoclave of 10-liter capacity having an agitator, there were charged 42 parts by weight of butadiene, 10 parts by weight of styrene, 0.14 part by weight of divinyl benzene, and 200 parts by weight of water containing therein 0.9 part by weight of potassium oleate as an emulsifier, 0.11 part by weight of diisopropyl benzene hydroperoxide as a polymerization initiator, and a very small amount of redox assistants such as iron, Rongalite (a trademark of sodium formaldehyde su... Reactants: C(CCCCCCC\C=C/CCCCCCCC)(=O)[O-].[K+] (potassium oleate), [O-]O.C(C)(C)C1=C(C=CC=C1)C(C)C (diisopropyl benzene hydroperoxide), C(O)S(=O)[O-].[Na+] (Rongalite), S([O-])[O-].C=O.[Na+].[Na+] (sodium formaldehyde sulfoxylate), stainless steel, C=CC=C (butadiene), C=CC1=CC=CC=C1 (styrene), C(=C)C1=C(C=CC=C1)C=C (divinyl benzene). Product: C=CC=C.C=CC1=CC=CC=C1 (butadiene-styrene copolymer). Reactants: FC=1C=NC=CC1 (3-Fluoropyridine), [Li+].CC(C)[N-]C(C)C (LDA), CC(=O)C (Acetone). The solvent is C1CCOC1 (THF). Conditions: time 50 minute. Product: FC=1C=NC=CC1C(C)(C)O (2-(3-Fluoro-pyridin-4-yl)-propan-2-ol). RXN SMILES: [F:1][C:2]1[CH:3]=[N:4][CH:5]=[CH:6][CH:7]=1.[Li+].CC([N-]C(C)C)C.[CH3:16][C:17]([CH3:19])=[O:18]>C1COCC1>[F:1][C:2]1[CH:3]=[N:4][CH:5]=[CH:6][C:7]=1[C:17]([OH:18])([CH3:19])[CH3:16] |f:1.2|. Procedure: 3-Fluoropyridine (11.0 g, 113.0 mmol) in 100 mL of THF was treated with LDA (1.5M, 100.0 mL, 150.0 mmol) at −78° C. for 50 min under argon. Acetone (28 mL) was added and the resulting reaction mixture was stirred at −78° C. to −40° C. for 50 min. The reaction was then quenched with aqueous NH4Cl and extracted with ether. The combined organic layers were washed with H2O and brine, then dried over Na2SO4 and concentrated under vacuum. Purification by MPLC (80 g column, 0 to 40% ethyl acetate in he...